Dataset: the Open Reaction Database (ORD), a public repository of structured organic reaction records. Task: describe an organic reaction: reactants, conditions, products, and yield The reactants are trans-2-tetralone, C1(=CC=CC=C1)[Mg]Br (phenylmagnesium bromide), C1(=CC=CC=C1)C1(C[C@H]2CCCC[C@H]2CC1)N (cis-2-phenyl-decahydronaphthalen-2-ylamine). Yields the product C1(=CC=CC=C1)C1(CC2CCCCC2CC1)N (2-Phenyl-decahydronaphthalen-2-ylamine). As a reaction SMILES: C1([Mg]Br)C=CC=CC=1.[C:9]1([C:15]2([NH2:25])[CH2:24][CH2:23][C@H:22]3[C@H:17]([CH2:18][CH2:19][CH2:20][CH2:21]3)[CH2:16]2)[CH:14]=[CH:13][CH:12]=[CH:11][CH:10]=1>>[C:9]1([C:15]2([NH2:25])[CH2:24][CH2:23][CH:22]3[CH:17]([CH2:18][CH2:19][CH2:20][CH2:21]3)[CH2:16]2)[CH:10]=[CH:11][CH:12]=[CH:13][CH:14]=1. Procedure details: This material was prepared from cis/trans-2-tetralone and phenylmagnesium bromide utilizing a procedure analogous to those described in Preparation 89. The crude HCl salt of the amine was purified by preparative C18-RP-HPLC using a 15%→100% CH3CN pH 4.5, 50 mm NH4OAc gradient, followed by concentration in vacuo and extraction of the free-base into Et2OAc from 1N NaOH to obtain a 2:1 mixture of pure trans/cis-2-phenyl-decahydronaphthalen-2-ylamine. Reactants: N1CCCC1 (pyrrolidine), N1=CC=CC=C1 (pyridine), C(Cl)Cl (methylene chloride), C12(CC3(CC(CC(C1)C3)(C2)C(=O)Cl)C(=O)Cl)C(=O)Cl (1,3,5-adamantanetricarbonyl trichloride). Run in C1(=CC=CC=C1)C (toluene). Reaction conditions: time 1 hour. Product: N1(CCCC1)C(=O)C12CC3(CC(CC(C1)C3)(C2)C(=O)N2CCCC2)C(=O)N2CCCC2 (1,3,5-tris(1-pyrrolidinylcarbonyl)adamantane). Yield: 89.7%. As a reaction SMILES: [NH:1]1[CH2:5][CH2:4][CH2:3][CH2:2]1.[N:6]1[CH:11]=[CH:10][CH:9]=[CH:8]C=1.C(Cl)Cl.[C:15]12([C:31](Cl)=[O:32])[CH2:24][C:19]3([C:25](Cl)=[O:26])[CH2:20][CH:21]([CH2:23][C:17]([C:28](Cl)=[O:29])([CH2:18]3)[CH2:16]1)[CH2:22]2>C1(C)C=CC=CC=1>[N:1]1([C:31]([C:15]23[CH2:24][C:19]4([C:25]([N:1]5[CH2:5][CH2:4][CH2:3][CH2:2]5)=[O:26])[CH2:20][CH:21]([CH2:23][C:17]([C:28]([N:6]5[CH2:8][CH2:9][CH2:10][CH2:11]5)=[O:29])([CH2:18]4)[CH2:16]2)[CH2:22]3)=[O:32])[CH2:5][CH2:4][CH2:3][CH2:2]1. Procedure details: In a 500-ml flask equipped with a stirrer, a thermometer and a dropping funnel were placed 34.5 g (485 mmol) of pyrrolidine, 38.4 g (485 mmol) of pyridine and 140 ml of methylene chloride. To the stirred mixture under ice-cooling in a nitrogen atmosphere, 31.4 g (97 mmol) of 1,3,5-adamantanetricarbonyl trichloride in 190 ml of toluene was added dropwise over 1 hour. This was warmed to room temperature, was stirred for further 1 hour and was washed with water, 1 N aqueous hydrochloric acid, and 1... The product is COC(=O)CCCS(=O)c1c(Cc2cccc3ccccc23)sc2c1c(=O)n(C)c(=O)n2CC(C)C. Starting materials: O=C([O-])O, COC(=O)CCCSc1c(Cc2cccc3ccccc23)sc2c1c(=O)n(C)c(=O)n2CC(C)C, CO, [Na+], C1CCOC1, O. As a reaction SMILES: [C:36]([O-:37])(=[O:38])[OH:39].[CH3:1][n:2]1[c:3](=[O:35])[n:4]([CH2:31][CH:32]([CH3:33])[CH3:34])[c:5]2[c:6]([c:7]1=[O:8])[c:9]([S:23][CH2:24][CH2:25][CH2:26][C:27](=[O:28])[O:29][CH3:30])[c:10]([CH2:12][c:13]1[cH:14][cH:15][cH:16][c:17]3[cH:18][cH:19][cH:20][cH:21][c:22]13)[s:11]2.[CH3:41][OH:42].[Na+:40].[O:43]1[CH2:44][CH2:45][CH2:46][CH2:47]1.[OH2:48]>>[CH3:1][n:2]1[c:3](=[O:35])[n:4]([CH2:31][CH:32]([CH3:33])[CH3:34])[c:5]2[c:6]([c:7]1=[O:8])[c:9]([S:23]([CH2:24][CH2:25][CH2:26][C:27](=[O:28])[O:29][CH3:30])=[O:37])[c:10]([CH2:12][c:13]1[cH:14][cH:15][cH:16][c:17]3[cH:18][cH:19][cH:20][cH:21][c:22]13)[s:11]2. Starting materials: O=C([O-])[O-], COCCCCC(O)(c1cccc(Cl)c1)C1CCCN(C(=O)OC(C)(C)C)C1, ClCCl, O=C(O)C(F)(F)F, [Na+], [Na+]. The product is COCCCCC(O)(c1cccc(Cl)c1)C1CCCNC1. As a reaction SMILES: [C:29](=[O:30])([O-:31])[O-:32].[Cl:1][c:2]1[cH:3][c:4]([C:8]([CH2:9][CH2:10][CH2:11][CH2:12][O:13][CH3:14])([OH:15])[CH:16]2[CH2:17][N:18]([C:22]([O:23][C:24]([CH3:25])([CH3:26])[CH3:27])=[O:28])[CH2:19][CH2:20][CH2:21]2)[cH:5][cH:6][cH:7]1.[Cl:42][CH2:43][Cl:44].[F:35][C:36]([F:37])([F:38])[C:39]([OH:40])=[O:41].[Na+:33].[Na+:34]>>[Cl:1][c:2]1[cH:3][c:4]([C:8]([CH2:9][CH2:10][CH2:11][CH2:12][O:13][CH3:14])([OH:15])[CH:16]2[CH2:17][NH:18][CH2:19][CH2:20][CH2:21]2)[cH:5][cH:6][cH:7]1. Reactants: CO, CC(=O)c1ccc(Cl)cc1F, O=S(=O)(Cl)Cl. Product: O=C(CCl)c1ccc(Cl)cc1F. RXN SMILES: [CH3:17][OH:18].[Cl:1][c:2]1[cH:3][c:4]([F:11])[c:5]([C:8]([CH3:9])=[O:10])[cH:6][cH:7]1.[S:12]([Cl:13])(=[O:14])([Cl:15])=[O:16]>>[Cl:1][c:2]1[cH:3][c:4]([F:11])[c:5]([C:8]([CH2:9][Cl:15])=[O:10])[cH:6][cH:7]1. Reactants: N1(CCOCC1)CC=1C=CC(=C(C(=O)OC)C1)[N+](=O)[O-] (Methyl 5-(morpholin-4-ylmethyl)-2-nitrobenzoate), [Cl-].[NH4+] (ammonium chloride). The reagents and catalysts are [Fe] (iron). Solvent: C(C)O.O (ethanol water). Product: NC1=C(C(=O)OC)C=C(C=C1)CN1CCOCC1 (methyl 2-amino-5-(morpholin-4-ylmethyl)benzoate). RXN SMILES: [N:1]1([CH2:7][C:8]2[CH:9]=[CH:10][C:11]([N+:18]([O-])=O)=[C:12]([CH:17]=2)[C:13]([O:15][CH3:16])=[O:14])[CH2:6][CH2:5][O:4][CH2:3][CH2:2]1.[Cl-].[NH4+]>[Fe].C(O)C.O>[NH2:18][C:11]1[CH:10]=[CH:9][C:8]([CH2:7][N:1]2[CH2:2][CH2:3][O:4][CH2:5][CH2:6]2)=[CH:17][C:12]=1[C:13]([O:15][CH3:16])=[O:14] |f:1.2,4.5|. Reported procedure: Methyl 5-(morpholin-4-ylmethyl)-2-nitrobenzoate was allowed to undergo a reaction with iron and ammonium chloride in an ethanol-water mixed solvent to obtain methyl 2-amino-5-(morpholin-4-ylmethyl)benzoate. The reactants are C1CCOC1, COC(=O)Cc1cccc(Oc2ccc(Br)cc2CN(C(C)=O)C(C)(C)Cc2ccc(F)cc2)c1, Cl, [Li+], [OH-]. Yields the product CC(=O)N(Cc1cc(Br)ccc1Oc1cccc(CC(=O)O)c1)C(C)(C)Cc1ccc(F)cc1. Reaction SMILES: [CH2:39]1[O:40][CH2:41][CH2:42][CH2:43]1.[CH3:1][O:2][C:3]([CH2:4][c:5]1[cH:6][c:7]([O:11][c:12]2[c:13]([CH2:19][N:20]([C:21]([CH2:22][c:23]3[cH:24][cH:25][c:26]([F:29])[cH:27][cH:28]3)([CH3:30])[CH3:31])[C:32]([CH3:33])=[O:34])[cH:14][c:15]([Br:18])[cH:16][cH:17]2)[cH:8][cH:9][cH:10]1)=[O:35].[ClH:38].[Li+:36].[OH-:37]>>[O:2]=[C:3]([CH2:4][c:5]1[cH:6][c:7]([O:11][c:12]2[c:13]([CH2:19][N:20]([C:21]([CH2:22][c:23]3[cH:24][cH:25][c:26]([F:29])[cH:27][cH:28]3)([CH3:30])[CH3:31])[C:32]([CH3:33])=[O:34])[cH:14][c:15]([Br:18])[cH:16][cH:17]2)[cH:8][cH:9][cH:10]1)[OH:35].